The task is: describe an organic reaction: reactants, conditions, products, and yield. This data is from the Open Reaction Database (ORD), a public repository of structured organic reaction records. Reactants: [K] (potassium), C(C1=CC=CC=C1)OC(=O)C1(CN(CCC1)C(=O)OCC(Cl)(Cl)Cl)C(=O)OCC1=CC=CC=C1 (piperidine-1,3,3-tricarboxylic acid 1-(2,2,2-trichloroethyl) 3,3-dibenzyl ester), C(C)(=O)O (acetic acid). Solvent: O (water), CN(C=O)C (N,N-dimethylformamide). Product: C(C1=CC=CC=C1)OC(=O)C1(CN(CCC1)C(=O)OCC(Cl)(Cl)Cl)C(=O)O (piperidine-1,3,3-tricarboxylic acid 1-(2,2,2-trichloroethyl) 3-benzyl ester). As a reaction SMILES: [CH2:1]([O:8][C:9]([C:11]1([C:25]([O:27]CC2C=CC=CC=2)=[O:26])[CH2:16][CH2:15][CH2:14][N:13]([C:17]([O:19][CH2:20][C:21]([Cl:24])([Cl:23])[Cl:22])=[O:18])[CH2:12]1)=[O:10])[C:2]1[CH:7]=[CH:6][CH:5]=[CH:4][CH:3]=1.[K].C(O)(=O)C>CN(C)C=O.O>[CH2:1]([O:8][C:9]([C:11]1([C:25]([OH:27])=[O:26])[CH2:16][CH2:15][CH2:14][N:13]([C:17]([O:19][CH2:20][C:21]([Cl:24])([Cl:22])[Cl:23])=[O:18])[CH2:12]1)=[O:10])[C:2]1[CH:3]=[CH:4][CH:5]=[CH:6][CH:7]=1 |^1:34|. Reported procedure: To a solution of piperidine-1,3,3-tricarboxylic acid 1-(2,2,2-trichloroethyl) 3,3-dibenzyl ester (5.5 g 15 mmol) in N,N-dimethylformamide (200 mL) cooled with a water/ice bath, is added potassium hydroxyde (0.9 g 85% 14 mmol) dissolved in water (40 mL). The mixture is stirred with cooling for 2 h, allowed to warm to room temperature, acidified with acetic acid (1.05 ew) and concentrated under reduced pressure. Addition of water cristallizes the crude which is filtered, dissolved in ethyl acetate... Starting materials: NCC=1C=C(C(=O)N[C@@H](CC=2C(=C(C(=O)O)C=CC2)O)B(O)O)C=CC1CN ((R)-3-(2-(3,4-bis(aminomethyl)benzamido)-2-boronoethyl)-2-hydroxybenzoic acid), BrC#N (BrCN). The solvent is CN(C)C=O (DMF). Conditions: time 5 hour. Product: NC=1NCC2=C(CN1)C=CC(=C2)C(=O)N[C@@H]2B(OC1=C(C2)C=CC=C1C(=O)O)O ((R)-3-(3-amino-4,5-dihydro-1H-benzo[e][1,3]diazepine-7-carboxamido)-2-hydroxy-3,4-dihydro-2H-benzo[e][1,2]oxaborinine-8-carboxylic acid). Reaction SMILES: [NH2:1][CH2:2][C:3]1[CH:4]=[C:5]([CH:24]=[CH:25][C:26]=1[CH2:27][NH2:28])[C:6]([NH:8][C@H:9]([B:21]([OH:23])O)[CH2:10][C:11]1[C:12]([OH:20])=[C:13]([CH:17]=[CH:18][CH:19]=1)[C:14]([OH:16])=[O:15])=[O:7].Br[C:30]#[N:31]>CN(C=O)C>[NH2:31][C:30]1[NH:1][CH2:2][C:3]2[CH:4]=[C:5]([C:6]([NH:8][C@H:9]3[CH2:10][C:11]4[CH:19]=[CH:18][CH:17]=[C:13]([C:14]([OH:16])=[O:15])[C:12]=4[O:20][B:21]3[OH:23])=[O:7])[CH:24]=[CH:25][C:26]=2[CH2:27][N:28]=1. Procedure: To (R)-3-(2-(3,4-bis(aminomethyl)benzamido)-2-boronoethyl)-2-hydroxybenzoic acid (10 mg) in DMF (1 mL) was added BrCN (10 mg) and the reaction was stirred for 5 hr. The crude product was purified by reverse phase preparative HPLC and dried using lyophilization. ESI-MS m/z 395 (MH)+. The reactants are C(C)(C)(C)OC(=O)N1CCC(CC1)OC1=NC=C(C=C1)Br (2-[1-(t-Butyloxycarbonyl)-piperidin-4-yloxy]-5-bromopyridine), FC(C(=O)O)(F)F (Trifluoroacetic acid). Reaction conditions: time 1.5 hour. Procedure: 2-[1-(t-Butyloxycarbonyl)-piperidin-4-yloxy]-5-bromopyridine was stirred in dichloromethane (8 ml). Trifluoroacetic acid (5 ml) was added and stirring continued at room temperature for 1.5 h. Volatile materials were removed in vacuo and the residue was triturated with ether and hexane, then collected by filtration to give the product as a white solid (0.86 g). The product is FC(C(=O)O)(F)F.BrC=1C=CC(=NC1)OC1CCNCC1 (5-Bromo-2-(piperidin-4-yloxy)pyridine trifluoroacetate). Run in ClCCl (dichloromethane). RXN SMILES: C(OC([N:8]1[CH2:13][CH2:12][CH:11]([O:14][C:15]2[CH:20]=[CH:19][C:18]([Br:21])=[CH:17][N:16]=2)[CH2:10][CH2:9]1)=O)(C)(C)C.[F:22][C:23]([F:28])([F:27])[C:24]([OH:26])=[O:25]>ClCCl>[F:22][C:23]([F:28])([F:27])[C:24]([OH:26])=[O:25].[Br:21][C:18]1[CH:19]=[CH:20][C:15]([O:14][CH:11]2[CH2:12][CH2:13][NH:8][CH2:9][CH2:10]2)=[N:16][CH:17]=1 |f:3.4|.